Dataset: the Open Reaction Database (ORD), a public repository of structured organic reaction records. Task: describe an organic reaction: reactants, conditions, products, and yield Reactants: CC(=O)[O-], CC(=O)[O-], CCOC(C)=O, CC(=O)N(Cc1cc(C(F)(F)F)cc(C(F)(F)F)c1)C1CCCN(C(=O)OC(C)C)c2cc(Br)ccc21, c1ccc(-c2ccccc2P(C2CCCCC2)C2CCCCC2)cc1, [F-], [K+], C1CCOC1, OB(O)c1ccccc1, [Pd+2]. Yields the product CC(=O)N(Cc1cc(C(F)(F)F)cc(C(F)(F)F)c1)C1CCCN(C(=O)OC(C)C)c2cc(-c3ccccc3)ccc21. Reaction SMILES: [C:85]([O-:86])(=[O:87])[CH3:88].[C:90]([O-:91])(=[O:92])[CH3:93].[CH3:79][CH2:80][O:81][C:82](=[O:83])[CH3:84].[CH:1]([CH3:2])([CH3:3])[O:4][C:5](=[O:6])[N:7]1[c:8]2[c:9]([cH:33][cH:34][c:35]([Br:37])[cH:36]2)[CH:10]([N:14]([CH2:15][c:16]2[cH:17][c:18]([C:26]([F:27])([F:28])[F:29])[cH:19][c:20]([C:22]([F:23])([F:24])[F:25])[cH:21]2)[C:30]([CH3:31])=[O:32])[CH2:11][CH2:12][CH2:13]1.[CH:47]1([P:48]([CH:49]2[CH2:50][CH2:51][CH2:52][CH2:53][CH2:54]2)[c:55]2[cH:56][cH:57][cH:58][cH:59][c:60]2-[c:61]2[cH:62][cH:63][cH:64][cH:65][cH:66]2)[CH2:67][CH2:68][CH2:69][CH2:70][CH2:71]1.[F-:72].[K+:73].[O:74]1[CH2:75][CH2:76][CH2:77][CH2:78]1.[OH:38][B:39]([OH:40])[c:41]1[cH:42][cH:43][cH:44][cH:45][cH:46]1.[Pd+2:89]>>[CH:1]([CH3:2])([CH3:3])[O:4][C:5](=[O:6])[N:7]1[c:8]2[c:9]([cH:33][cH:34][c:35](-[c:41]3[cH:42][cH:43][cH:44][cH:45][cH:46]3)[cH:36]2)[CH:10]([N:14]([CH2:15][c:16]2[cH:17][c:18]([C:26]([F:27])([F:28])[F:29])[cH:19][c:20]([C:22]([F:23])([F:24])[F:25])[cH:21]2)[C:30]([CH3:31])=[O:32])[CH2:11][CH2:12][CH2:13]1. The reactants are CC(C(=O)C1=NN(C2=CC(=CC=C12)OC)CC(=O)O)(C)C ([3-(2,2-dimethylpropanoyl)-6-methoxy-1H-indazol-1-yl]acetic acid), C=1C=CC2=C(C1)N=NN2O (HOBt), C(C(C)C)NCC(C)C (diisobutylamine), CCN(C(C)C)C(C)C (DIEA). Run in CN(C)C=O (DMF), C(CCl)Cl (EDC). Product: CC(C(=O)C1=NN(C2=CC(=CC=C12)OC)CC(=O)N(CC(C)C)CC(C)C)(C)C (2-[3-(2,2-Dimethylpropanoyl)-6-methoxy-1H-indazol-1-yl]-N,N-diisobutylacetamide). RXN SMILES: [CH3:1][C:2]([CH3:21])([CH3:20])[C:3]([C:5]1[C:13]2[C:8](=[CH:9][C:10]([O:14][CH3:15])=[CH:11][CH:12]=2)[N:7]([CH2:16][C:17](O)=[O:18])[N:6]=1)=[O:4].C1C=CC2N(O)N=NC=2C=1.[CH2:32]([NH:36][CH2:37][CH:38]([CH3:40])[CH3:39])[CH:33]([CH3:35])[CH3:34].CCN(C(C)C)C(C)C>CN(C=O)C.C(Cl)CCl>[CH3:21][C:2]([CH3:1])([CH3:20])[C:3]([C:5]1[C:13]2[C:8](=[CH:9][C:10]([O:14][CH3:15])=[CH:11][CH:12]=2)[N:7]([CH2:16][C:17]([N:36]([CH2:37][CH:38]([CH3:40])[CH3:39])[CH2:32][CH:33]([CH3:35])[CH3:34])=[O:18])[N:6]=1)=[O:4]. Procedure details: To a solution of 28.3 mg [3-(2,2-dimethylpropanoyl)-6-methoxy-1H-indazol-1-yl]acetic acid in 1 mL DMF was added 23.0 mg HOBt, 19.4 mg diisobutylamine, 38.3 mg EDC, and 45.2 mg DIEA in that order. The mixture was stirred at room temperature over night and purified by RP-HPLC using 65-100% MeCN gradient. The pure product fractions were pooled and lyophilized to give the title compound as white solid. LC-MS: 4.29 min. (m/Z=402.3, 424.3). The reactants are CN(C)c1cc2ccc(OCc3ccccc3)cc2s1, O=C(O)c1ccc(CN2CCCC2)c([N+](=O)[O-])c1, O=S(Cl)Cl. Product: CN(C)c1sc2cc(OCc3ccccc3)ccc2c1C(=O)c1ccc(CN2CCCC2)c([N+](=O)[O-])c1. As a reaction SMILES: [CH2:23]([c:24]1[cH:25][cH:26][cH:27][cH:28][cH:29]1)[O:30][c:31]1[cH:32][cH:33][c:34]2[c:35]([s:36][c:37]([N:39]([CH3:40])[CH3:41])[cH:38]2)[cH:42]1.[N+:5](=[O:6])([O-:7])[c:8]1[cH:9][c:10]([C:11](=[O:12])[OH:13])[cH:14][cH:15][c:16]1[CH2:17][N:18]1[CH2:19][CH2:20][CH2:21][CH2:22]1.[S:1]([Cl:2])([Cl:3])=[O:4]>>[N+:5](=[O:6])([O-:7])[c:8]1[cH:9][c:10]([C:11](=[O:13])[c:38]2[c:34]3[cH:33][cH:32][c:31]([O:30][CH2:23][c:24]4[cH:25][cH:26][cH:27][cH:28][cH:29]4)[cH:42][c:35]3[s:36][c:37]2[N:39]([CH3:40])[CH3:41])[cH:14][cH:15][c:16]1[CH2:17][N:18]1[CH2:19][CH2:20][CH2:21][CH2:22]1. The reactants are CCN(CC)c1ccccc1, CN(CCCOc1cc(F)c(-c2c(O)nc3ncnn3c2C2CCCCCC2)c(F)c1)C(=O)OC(C)(C)C, O=P(Cl)(Cl)Cl. The product is CN(CCCOc1cc(F)c(-c2c(Cl)nc3ncnn3c2C2CCCCCC2)c(F)c1)C(=O)OC(C)(C)C. RXN SMILES: [CH2:44]([N:45]([CH2:46][CH3:47])[c:48]1[cH:49][cH:50][cH:51][cH:52][cH:53]1)[CH3:54].[CH:1]1([c:8]2[c:9](-[c:18]3[c:19]([F:38])[cH:20][c:21]([O:22][CH2:23][CH2:24][CH2:25][N:26]([C:27]([O:28][C:29]([CH3:30])([CH3:31])[CH3:32])=[O:33])[CH3:34])[cH:35][c:36]3[F:37])[c:10]([OH:17])[n:11][c:12]3[n:13]2[n:14][cH:15][n:16]3)[CH2:2][CH2:3][CH2:4][CH2:5][CH2:6][CH2:7]1.[P:39]([Cl:40])([Cl:41])([Cl:42])=[O:43]>>[CH:1]1([c:8]2[c:9](-[c:18]3[c:19]([F:38])[cH:20][c:21]([O:22][CH2:23][CH2:24][CH2:25][N:26]([C:27]([O:28][C:29]([CH3:30])([CH3:31])[CH3:32])=[O:33])[CH3:34])[cH:35][c:36]3[F:37])[c:10]([Cl:41])[n:11][c:12]3[n:13]2[n:14][cH:15][n:16]3)[CH2:2][CH2:3][CH2:4][CH2:5][CH2:6][CH2:7]1. Starting materials: C(C)(C)(C)C1=CC(=NO1)N (5-tert-butylisoxazol-3-amine), BrCCCC (1-bromobutane). Conditions: temperature 85 celsius, time 70 hour. The product is C(C)(C)(C)C1=CC(N(O1)CCCC)=N (5-tert-butyl-2-butylisoxazol-3(2H)-imine). The yield is 100.0%. RXN SMILES: [C:1]([C:5]1[O:9][N:8]=[C:7]([NH2:10])[CH:6]=1)([CH3:4])([CH3:3])[CH3:2].Br[CH2:12][CH2:13][CH2:14][CH3:15]>>[C:1]([C:5]1[O:9][N:8]([CH2:12][CH2:13][CH2:14][CH3:15])[C:7](=[NH:10])[CH:6]=1)([CH3:4])([CH3:3])[CH3:2]. Reported procedure: A mixture of 5-tert-butylisoxazol-3-amine (3.0 g, 21 mmol) and 1-bromobutane (3.5 mL, 32 mmol) was warmed to 85° C. and was allowed to stir for 70 h. The mixture was cooled to ambient temperature and was purified by column chromatography (silica gel, 60% hexanes/EtOAc) to give the title compound (4.2 g, 21 mmol, 99% yield). MS (DCI/NH3) m/z 197 (M+H)+. The reactants are COC(=O)c1ccc(C(=O)Cl)cc1, COC(=O)c1ccc(C(=O)Nc2nn(Cc3ccc(OC(F)F)cc3)c3ccc(F)cc23)cc1, Nc1nn(Cc2ccc(OC(F)F)cc2)c2ccc(F)cc12. Yields the product O=C(O)c1ccc(C(=O)Nc2nn(Cc3ccc(OC(F)F)cc3)c3ccc(F)cc23)cc1. Reaction SMILES: [CH3:23][O:24][C:25](=[O:26])[c:27]1[cH:28][cH:29][c:30]([C:31]([Cl:32])=[O:33])[cH:34][cH:35]1.[CH3:36][O:37][C:38]([c:39]1[cH:40][cH:41][c:42]([C:43](=[O:44])[NH:45][c:46]2[n:47][n:48]([CH2:56][c:57]3[cH:58][cH:59][c:60]([O:63][CH:64]([F:65])[F:66])[cH:61][cH:62]3)[c:49]3[cH:50][cH:51][c:52]([F:55])[cH:53][c:54]23)[cH:67][cH:68]1)=[O:69].[F:1][CH:2]([F:3])[O:4][c:5]1[cH:6][cH:7][c:8]([CH2:9][n:10]2[c:11]3[c:12]([cH:13][c:14]([F:15])[cH:16][cH:17]3)[c:18]([NH2:19])[n:20]2)[cH:21][cH:22]1>>[O:37]=[C:38]([c:39]1[cH:40][cH:41][c:42]([C:43](=[O:44])[NH:45][c:46]2[n:47][n:48]([CH2:56][c:57]3[cH:58][cH:59][c:60]([O:63][CH:64]([F:65])[F:66])[cH:61][cH:62]3)[c:49]3[cH:50][cH:51][c:52]([F:55])[cH:53][c:54]23)[cH:67][cH:68]1)[OH:69]. Starting materials: CN(CCSCC1=CC2=C(SC(=C2)S(N)(=O)=O)C=C1)C (5-[2-(dimethylamino)ethylthiomethyl]-2-sulfamoylbenzo[b]thiophene), S(=O)(=O)(O[O-])[O-].[K+].[K+] (potassium peroxymonosulfate), OOS(=O)[O-].[K+] (oxone), O (water), C(=O)(O)[O-].[Na+] (NaHCO3). Yields the product CN(CCS(=O)(=O)CC1=CC2=C(SC(=C2)S(N)(=O)=O)C=C1)C (5-[2-(Dimethylamino)ethylsulfonylmethyl]-2-sulfamoylbenzo[b]thiophene). Isolated yield 34.0%. RXN SMILES: [CH3:1][N:2]([CH3:20])[CH2:3][CH2:4][S:5][CH2:6][C:7]1[CH:19]=[CH:18][C:10]2[S:11][C:12]([S:14](=[O:17])(=[O:16])[NH2:15])=[CH:13][C:9]=2[CH:8]=1.S([O-])(O[O-])(=O)=[O:22].[K+].[K+].OOS([O-])=O.[K+].C([O-])(O)=O.[Na+].[OH2:40]>>[CH3:1][N:2]([CH3:20])[CH2:3][CH2:4][S:5]([CH2:6][C:7]1[CH:19]=[CH:18][C:10]2[S:11][C:12]([S:14](=[O:17])(=[O:16])[NH2:15])=[CH:13][C:9]=2[CH:8]=1)(=[O:22])=[O:40] |f:1.2.3,4.5,6.7|. Procedure details: To a solution of 5-[2-(dimethylamino)ethylthiomethyl]-2-sulfamoylbenzo[b]thiophene (2.34 g, 0.0064 mol) in 20 ml of water at 40-45° C. was added potassium peroxymonosulfate, "oxone", (5.93 g, 0.0096 mol). The mixture was stirred at room temperature over night and heated on the steam bath for 2 1/2 hours. The mixture was cooled and basified with NaHCO3. Filtration gave 2.5 g of crude product. Purification by silica gel chromatography eluting with 10% (V/V) methanol/CHCl3 gave 0.78 g of pale pink ... Conditions: temperature 0 celsius. The product is C(C)(C)(C)OC(=O)N1C[C@H](CC1)C=O ((S)-3-Formylpyrrolidine-1-carboxylic Acid t-Butyl Ester). RXN SMILES: [C:1]([O:5][C:6]([N:8]1[CH2:12][CH2:11][C@H:10]([CH2:13][OH:14])[CH2:9]1)=[O:7])([CH3:4])([CH3:3])[CH3:2].C(Cl)Cl.CC1(C)N([O])C(C)(C)CCC1.[Br-].[K+].[O-]Cl.[Na+].O.C([O-])(O)=O.[Na+]>>[C:1]([O:5][C:6]([N:8]1[CH2:12][CH2:11][C@H:10]([CH:13]=[O:14])[CH2:9]1)=[O:7])([CH3:4])([CH3:3])[CH3:2] |f:3.4,5.6,8.9,^1:21|. Reactants: C(C)(C)(C)OC(=O)N1C[C@H](CC1)CO ((S)-3-hydroxymethylpyrrolidine-1-carboxylic acid t-butyl ester), C(Cl)Cl (DCM), CC1(CCCC(N1[O])(C)C)C (TEMPO), [Br-].[K+] (potassium bromide), [O-]Cl.[Na+] (NaOCl), O (water), C(=O)(O)[O-].[Na+] (NaHCO3). Procedure: To a solution of (S)-3-hydroxymethylpyrrolidine-1-carboxylic acid t-butyl ester (7.4 g, 37 mmol) in DCM (74 mL, 1.2 mol) was added TEMPO (100 mg, 0.7 mmol) and potassium bromide (200 mg, 2 mmol). This mixture was cooled to 0° C. and vigorously stirred as a pre-chilled (at 0° C.) 1:1 mixture of 0.7 M of NaOCl in water (78 mL, 55 mmol) and a saturated, aqueous NaHCO3 solution (75 mL) was added dropwise over a period of 10 minutes. The resultant mixture was extracted with DCM (3×100 mL). The combin... Reactants: OCCN(C(OC(C)(C)C)=O)C (tert-butyl 2-hydroxyethyl(methyl)carbamate), FC1=CC=C(C(=O)Cl)C=C1 (4-fluorobenzoyl chloride), N1=CC=CC=C1 (pyridine). Run in C(C)(=O)OCC (Ethyl acetate), C(C)(=O)OCC (ethyl acetate). Run at time 6.5 hour. Product: Cl.FC1=CC=C(C(=O)OCCNC)C=C1 (2-(Methylamino)ethyl 4-fluorobenzoate Hydrochloride). Isolated yield 81.0%. As a reaction SMILES: [OH:1][CH2:2][CH2:3][N:4](C)[C:5](=O)OC(C)(C)C.[F:13][C:14]1[CH:22]=[CH:21][C:17]([C:18]([Cl:20])=[O:19])=[CH:16][CH:15]=1.N1C=CC=CC=1>C(OCC)(=O)C>[ClH:20].[F:13][C:14]1[CH:22]=[CH:21][C:17]([C:18]([O:1][CH2:2][CH2:3][NH:4][CH3:5])=[O:19])=[CH:16][CH:15]=1 |f:4.5|. Reported procedure: To a mixture of tert-butyl 2-hydroxyethyl(methyl)carbamate (1.75 g) obtained in Reference Example 1 and ethyl acetate (10 mL) were added 4-fluorobenzoyl chloride (1.74 g) and pyridine (0.97 mL). The mixture was stirred at room temperature for 6.5 hrs. Ethyl acetate (80 mL) was added to the reaction mixture, and the mixture was washed with water (30 mL), a saturated aqueous sodium hydrogen carbonate solution (30 mL), water (30 mL) and saturated brine (30 mL), and dried over anhydrous magnesium su...